Dataset: the Open Reaction Database (ORD), a public repository of structured organic reaction records. Task: describe an organic reaction: reactants, conditions, products, and yield Reactants: C(=O)([O-])[O-].[Na+].[Na+] (Na2CO3), BrC1=CC(=C(C(=O)OC)C=C1)Cl (methyl 4-bromo-2-chlorobenzoate), C(=O)[O-].[Na+] (sodium formate). The reagents and catalysts are Cl[Pd]([P](C1=CC=CC=C1)(C2=CC=CC=C2)C3=CC=CC=C3)([P](C4=CC=CC=C4)(C5=CC=CC=C5)C6=CC=CC=C6)Cl (bis(triphenylphosphine)palladium(II) chloride). The solvent is CN(C)C=O (DMF). Conditions: temperature 110 celsius, time 2 hour. The product is ClC1=C(C(=O)OC)C=CC(=C1)C=O (Methyl 2-chloro-4-formylbenzoate). Reaction SMILES: Br[C:2]1[CH:11]=[CH:10][C:5]([C:6]([O:8][CH3:9])=[O:7])=[C:4]([Cl:12])[CH:3]=1.[CH:13]([O-])=[O:14].[Na+].C([O-])([O-])=O.[Na+].[Na+]>Cl[Pd](Cl)([P](C1C=CC=CC=1)(C1C=CC=CC=1)C1C=CC=CC=1)[P](C1C=CC=CC=1)(C1C=CC=CC=1)C1C=CC=CC=1.CN(C=O)C>[Cl:12][C:4]1[CH:3]=[C:2]([CH:13]=[O:14])[CH:11]=[CH:10][C:5]=1[C:6]([O:8][CH3:9])=[O:7] |f:1.2,3.4.5,^1:25,44|. Reported procedure: A slow stream of CO was passed into a suspension of methyl 4-bromo-2-chlorobenzoate (1.50 g, 0.00601 mol), bis(triphenylphosphine)palladium(II) chloride (80 mg, 0.0001 mol), sodium formate (613 mg, 0.00902 mol), and dry DMF (10 mL). The mixture was vigorously stirred at 110° C. for 2 h. After cooling, the mixture was treated with aqueous Na2CO3 solution and extracted with EtOAc. The extract was washed with brine, dried (Na2SO4), and concentrated. The residue was chromatographed on silica gel wit... Reactants: BrC=1C(N(C(N(N1)CCCCCCC)=O)C)=O (6-Bromo-2-heptyl-4-methyl-2H-[1,2,4]triazine-3,5-dione), NCCC=1C=C(OC(C(=O)OCC)(C)C)C=CC1 (Ethyl 2-[3-(2-amino-ethyl)-phenoxy]-2-methyl-propionate). Yields the product C(CCCCCC)N1N=C(C(N(C1=O)C)=O)NCCC=1C=C(OC(C(=O)OCC)(C)C)C=CC1 (Ethyl 2-{3-[2-(2-heptyl-4-methyl-3,5-dioxo-2,3,4,5-tetrahydro-[1,2,4]triazin-6-ylamino)-ethyl]-phenoxy}-2-methyl-propionate). Reaction SMILES: Br[C:2]1[C:3](=[O:17])[N:4]([CH3:16])[C:5](=[O:15])[N:6]([CH2:8][CH2:9][CH2:10][CH2:11][CH2:12][CH2:13][CH3:14])[N:7]=1.[NH2:18][CH2:19][CH2:20][C:21]1[CH:22]=[C:23]([CH:33]=[CH:34][CH:35]=1)[O:24][C:25]([CH3:32])([CH3:31])[C:26]([O:28][CH2:29][CH3:30])=[O:27]>>[CH2:8]([N:6]1[C:5](=[O:15])[N:4]([CH3:16])[C:3](=[O:17])[C:2]([NH:18][CH2:19][CH2:20][C:21]2[CH:22]=[C:23]([CH:33]=[CH:34][CH:35]=2)[O:24][C:25]([CH3:32])([CH3:31])[C:26]([O:28][CH2:29][CH3:30])=[O:27])=[N:7]1)[CH2:9][CH2:10][CH2:11][CH2:12][CH2:13][CH3:14]. Reported procedure: Compound 57 (oil) is prepared from triazine 4b and from intermediate 13b according to synthesis method 1. Starting materials: CCOC(=O)C1CCN(c2nc(COc3ccc(COc4nn(-c5ccccc5)cc4C=CP(=O)(OCC)OCC)cc3OC)c(C)s2)CC1, CCO, Cl, [Na+], C1CCOC1, [OH-], O. Product: CCOP(=O)(C=Cc1cn(-c2ccccc2)nc1OCc1ccc(OCc2nc(N3CCC(C(=O)O)CC3)sc2C)c(OC)c1)OCC. As a reaction SMILES: [CH2:1]([CH3:2])[O:3][P:4](=[O:5])([O:6][CH2:7][CH3:8])[CH:9]=[CH:10][c:11]1[c:12]([O:22][CH2:23][c:24]2[cH:25][c:26]([O:49][CH3:50])[c:27]([O:28][CH2:29][c:30]3[n:31][c:32]([N:36]4[CH2:37][CH2:38][CH:39]([C:42](=[O:43])[O:44][CH2:45][CH3:46])[CH2:40][CH2:41]4)[s:33][c:34]3[CH3:35])[cH:47][cH:48]2)[n:13][n:14](-[c:16]2[cH:17][cH:18][cH:19][cH:20][cH:21]2)[cH:15]1.[CH3:60][CH2:61][OH:62].[ClH:58].[Na+:57].[O:51]1[CH2:52][CH2:53][CH2:54][CH2:55]1.[OH-:56].[OH2:59]>>[CH2:1]([CH3:2])[O:3][P:4](=[O:5])([O:6][CH2:7][CH3:8])[CH:9]=[CH:10][c:11]1[c:12]([O:22][CH2:23][c:24]2[cH:25][c:26]([O:49][CH3:50])[c:27]([O:28][CH2:29][c:30]3[n:31][c:32]([N:36]4[CH2:37][CH2:38][CH:39]([C:42](=[O:43])[OH:44])[CH2:40][CH2:41]4)[s:33][c:34]3[CH3:35])[cH:47][cH:48]2)[n:13][n:14](-[c:16]2[cH:17][cH:18][cH:19][cH:20][cH:21]2)[cH:15]1. Starting materials: CCOC(=O)c1csc(Br)n1, O=C([O-])[O-], COc1cccc(B(O)O)c1, COCCOC, [Na+], [Na+]. Product: CCOC(=O)c1csc(-c2cccc(OC)c2)n1. Reaction SMILES: [Br:12][c:13]1[s:14][cH:15][c:16]([C:18](=[O:19])[O:20][CH2:21][CH3:22])[n:17]1.[C:23](=[O:24])([O-:25])[O-:26].[CH3:1][O:2][c:3]1[cH:4][c:5]([B:9]([OH:10])[OH:11])[cH:6][cH:7][cH:8]1.[CH3:29][O:30][CH2:31][CH2:32][O:33][CH3:34].[Na+:27].[Na+:28]>>[CH3:1][O:2][c:3]1[cH:4][c:5](-[c:13]2[s:14][cH:15][c:16]([C:18](=[O:19])[O:20][CH2:21][CH3:22])[n:17]2)[cH:6][cH:7][cH:8]1. The product is CC(C)(C)OC(=O)CNC1(C(=O)OCc2ccccc2)CCCCC1. As a reaction SMILES: [Br:20][CH2:21][C:22](=[O:23])[O:24][C:25]([CH3:26])([CH3:27])[CH3:28].[CH3:29][N:30]([CH3:31])[CH:32]=[O:33].[I-:19].[NH2:1][C:2]1([C:8](=[O:9])[O:10][CH2:11][c:12]2[cH:13][cH:14][cH:15][cH:16][cH:17]2)[CH2:3][CH2:4][CH2:5][CH2:6][CH2:7]1.[Na+:18]>>[NH:1]([C:2]1([C:8](=[O:9])[O:10][CH2:11][c:12]2[cH:13][cH:14][cH:15][cH:16][cH:17]2)[CH2:3][CH2:4][CH2:5][CH2:6][CH2:7]1)[CH2:21][C:22](=[O:23])[O:24][C:25]([CH3:26])([CH3:27])[CH3:28]. Reactants: CC(C)(C)OC(=O)CBr, CN(C)C=O, [I-], NC1(C(=O)OCc2ccccc2)CCCCC1, [Na+]. The reactants are solution, C([O-])([O-])=O.[K+].[K+] (potassium carbonate), C(C)(C)(C)O.O (tert-butyl alcohol water), S(=O)(=O)([O-])S(=O)[O-].[Na+].[Na+] (sodium metabisulfite), C(C=C)C=1N=CC(=NC1)NC([C@H](CC1CCCC1)C1=CC(=C(C=C1)S(=O)(=O)C)Cl)=O (N-(5-allyl-pyrazin-2-yl)-2(R)-(3-chloro-4-methanesulfonyl-phenyl)-3-cyclopentylpropionamide). Reagents/catalysts: [Os](=O)(=O)(=O)=O (osmium tetroxide), C1(=CC=CC=C1)C (toluene), [Fe-3](C#N)(C#N)(C#N)(C#N)(C#N)C#N.[K+].[K+].[K+] (potassium ferricyanide), CC[C@@H]1CN2CC[C@@H]1C[C@@H]2[C@@H](C3=C4C=C(C=CC4=NC=C3)OC)OC5=NN=C(C6=CC=CC=C65)O[C@@H]([C@H]7C[C@@H]8CCN7C[C@@H]8CC)C9=C1C=C(C=CC1=NC=C9)OC ((DHQ)2PHAL). Run in [Cl-].[Na+] (sodium chloride), O (water), C(C)(=O)OCC (ethyl acetate). Conditions: temperature 0 celsius, time 4 hour. Product: hexanes ethyl acetate, ClC=1C=C(C=CC1S(=O)(=O)C)[C@H](C(=O)NC1=NC=C(N=C1)C[C@@H](CO)O)CC1CCCC1 (2(R)-(3-chloro-4-methanesulfonyl-phenyl)-3-cyclopentyl-N-[5-(2(S),3-dihydroxy-propyl)-pyrazin-2-yl]-propionamide). The yield is 77.1%. RXN SMILES: [C:1](=[O:4])([O-])[O-].[K+].[K+].[CH2:7]([C:10]1[N:11]=[CH:12][C:13]([NH:16][C:17](=[O:36])[C@@H:18]([C:25]2[CH:30]=[CH:29][C:28]([S:31]([CH3:34])(=[O:33])=[O:32])=[C:27]([Cl:35])[CH:26]=2)[CH2:19][CH:20]2[CH2:24][CH2:23][CH2:22][CH2:21]2)=[N:14][CH:15]=1)C=C.S(S([O-])=O)([O-])(=O)=O.[Na+].[Na+].[C:46]([OH:50])(C)(C)C.O>C(OCC)(=O)C.[Cl-].[Na+].O.[Fe-3](C#N)(C#N)(C#N)(C#N)(C#N)C#N.[K+].[K+].[K+].[Os](=O)(=O)(=O)=O.CC[C@H]1[C@H]2C[C@H]([C@H](OC3C4C(=CC=CC=4)C(O[C@H](C4C=CN=C5C=4C=C(OC)C=C5)[C@@H]4N5C[C@H](CC)[C@@H](CC5)C4)=NN=3)C3C=CN=C4C=3C=C(OC)C=C4)N(CC2)C1.C1(C)C=CC=CC=1>[Cl:35][C:27]1[CH:26]=[C:25]([C@@H:18]([CH2:19][CH:20]2[CH2:24][CH2:23][CH2:22][CH2:21]2)[C:17]([NH:16][C:13]2[CH:12]=[N:11][C:10]([CH2:7][C@H:1]([OH:4])[CH2:46][OH:50])=[CH:15][N:14]=2)=[O:36])[CH:30]=[CH:29][C:28]=1[S:31]([CH3:34])(=[O:33])=[O:32] |f:0.1.2,4.5.6,7.8,10.11,13.14.15.16|. Procedure: A yellow solution of potassium ferricyanide (1.00 g, 3.037 mmol), potassium carbonate (430.0 mg, 3.111 mmol), and (DHQ)2PHAL (19.0 mg, 0.0244 mmol) in tert-butyl alcohol/water (16.0 mL, 1:1) was cooled to 0° C. and then treated with a 0.2M solution of osmium tetroxide in toluene (0.048 mL, 0.0096 mmol) followed by the N-(5-allyl-pyrazin-2-yl)-2(R)-(3-chloro-4-methanesulfonyl-phenyl)-3-cyclopentylpropionamide (446.0 mg, 0.996 mmol). The reaction mixture was stirred at 0° C. for 4 h. The reaction ... RXN SMILES: Br[C:2]1[C:6]2[CH:7]=[N:8][C:9]([NH2:23])=[C:10]([O:11][C@@H:12]([C:14]3[C:19]([Cl:20])=[CH:18][CH:17]=[C:16]([F:21])[C:15]=3[Cl:22])[CH3:13])[C:5]=2[O:4][CH:3]=1.[CH3:24][N:25]1[CH:29]=[C:28](B2OC(C)(C)C(C)(C)O2)[CH:27]=[N:26]1.C(=O)([O-])[O-].[K+].[K+]>O1CCOCC1.O.CCOC(C)=O.[Pd](Cl)Cl.C1(P(C2C=CC=CC=2)[C-]2C=CC=C2)C=CC=CC=1.[C-]1(P(C2C=CC=CC=2)C2C=CC=CC=2)C=CC=C1.[Fe+2]>[Cl:22][C:15]1[C:16]([F:21])=[CH:17][CH:18]=[C:19]([Cl:20])[C:14]=1[C@H:12]([O:11][C:10]1[C:5]2[O:4][CH:3]=[C:2]([C:28]3[CH:27]=[N:26][N:25]([CH3:24])[CH:29]=3)[C:6]=2[CH:7]=[N:8][C:9]=1[NH2:23])[CH3:13] |f:2.3.4,8.9.10.11|. The reagents and catalysts are [Pd](Cl)Cl.C1(=CC=CC=C1)P([C-]1C=CC=C1)C1=CC=CC=C1.[C-]1(C=CC=C1)P(C1=CC=CC=C1)C1=CC=CC=C1.[Fe+2] ((1,1′-bis(diphenylphosphino)-ferrocene) palladium dichloride). Run at temperature 100 celsius, time 30 minute. Procedure details: A mixture of 3-bromo-7-[(R)-1-(2,6-dichloro-3-fluorophenyl)-ethoxy]-furo[3,2-c]pyridin-6-ylamine (40 mg, 0.095 mmol), 1-methyl-4-(4,4,5,5-tetramethyl-1,3,2-dioxaborolan-2-yl)-1H-pyrazole (30 mg, 0.14 mmol), and potassium carbonate (39 mg, 0.28 mmol) in 1,4-dioxane (1.5 mL) and H2O (0.5 mL) was degassed and refilled with argon (3×) prior to addition of (1,1′-bis(diphenylphosphino)-ferrocene) palladium dichloride (7.0 mg, 0.0095 mmol). The reaction mixture was degassed and refilled with argon (2×)... Run in O1CCOCC1 (1,4-dioxane), O (H2O), CCOC(=O)C (EtOAc). Isolated yield 39.7%. Reactants: BrC1=COC2=C1C=NC(=C2O[C@H](C)C2=C(C(=CC=C2Cl)F)Cl)N (3-bromo-7-[(R)-1-(2,6-dichloro-3-fluorophenyl)-ethoxy]-furo[3,2-c]pyridin-6-ylamine), CN1N=CC(=C1)B1OC(C(O1)(C)C)(C)C (1-methyl-4-(4,4,5,5-tetramethyl-1,3,2-dioxaborolan-2-yl)-1H-pyrazole), C([O-])([O-])=O.[K+].[K+] (potassium carbonate). Yields the product ClC1=C(C(=CC=C1F)Cl)[C@@H](C)OC=1C2=C(C=NC1N)C(=CO2)C=2C=NN(C2)C (7-[(R)-1-(2,6-Dichloro-3-fluorophenyl)-ethoxy]-3-(1-methyl-1H-pyrazol-4-yl)-furo[3,2-c]pyridin-6-ylamine).